Dataset: the Open Reaction Database (ORD), a public repository of structured organic reaction records. Task: describe an organic reaction: reactants, conditions, products, and yield Starting materials: C(Cl)(Cl)(Cl)Cl (carbon tetrachloride), C(Cl)(Cl)(Cl)Cl (carbon tetrachloride), C(C1=CC=CC=C1)OC1=CC=C2C(=CC(OC2=C1)(C)C)C1=CC(=CC=C1)C(F)(F)F (7-Benzyloxy-2,2-dimethyl-4-(3-trifluoromethylphenyl)-2H-chromene). The reagents and catalysts are [Pd] (Pd/C). Run in C(C)O (ethanol). Conditions: time 18 hour. The product is CC1(OC2=CC(=CC=C2C(C1)C1=CC(=CC=C1)C(F)(F)F)O)C (2,2-Dimethyl-4-(3-trifluoromethylphenyl)chroman-7-ol). Isolated yield 98.0%. RXN SMILES: C([O:8][C:9]1[CH:18]=[C:17]2[C:12]([C:13]([C:21]3[CH:26]=[CH:25][CH:24]=[C:23]([C:27]([F:30])([F:29])[F:28])[CH:22]=3)=[CH:14][C:15]([CH3:20])([CH3:19])[O:16]2)=[CH:11][CH:10]=1)C1C=CC=CC=1.C(Cl)(Cl)(Cl)Cl>C(O)C.[Pd]>[CH3:19][C:15]1([CH3:20])[CH2:14][CH:13]([C:21]2[CH:26]=[CH:25][CH:24]=[C:23]([C:27]([F:29])([F:28])[F:30])[CH:22]=2)[C:12]2[C:17](=[CH:18][C:9]([OH:8])=[CH:10][CH:11]=2)[O:16]1. Procedure details: 7-Benzyloxy-2,2-dimethyl-4-(3-trifluoromethylphenyl)-2H-chromene (10.0 g) was dissolved in ethanol (100 ml) and 10% Pd/C (1 g) added. This was hydrogenated at 60° and 5 atmospheres pressure for 18 hrs. Filtration through kiesleguhr and evaporation of the solvent under reduced pressure gave an oil which solidified on addition of carbon tetrachloride. Recrystallisation from carbon tetrachloride gave the title compound (7.7 g), m.p. 63°-68° C., (analysing as compound plus 1 mole of carbon tetrachlo...